Dataset: the Open Reaction Database (ORD), a public repository of structured organic reaction records. Task: describe an organic reaction: reactants, conditions, products, and yield Reactants: COC(=O)C=1OC2=C(C1)C=C(C=C2)OC(N(C)C)=S (5-dimethylthiocarbamoyloxy-benzofuran-2-carboxylic acid methyl ester). Solvent: C1(=CC=CC=C1)OC1=CC=CC=C1 (diphenyl ether). Product: COC(=O)C=1OC2=C(C1)C=C(C=C2)O (5-Hydroxy-benzofuran-2-carboxylic acid methyl ester). Yield: 64.2%. Reaction SMILES: [CH3:1][O:2][C:3]([C:5]1[O:6][C:7]2[CH:13]=[CH:12][C:11]([O:14]C(=S)N(C)C)=[CH:10][C:8]=2[CH:9]=1)=[O:4]>C1(OC2C=CC=CC=2)C=CC=CC=1>[CH3:1][O:2][C:3]([C:5]1[O:6][C:7]2[CH:13]=[CH:12][C:11]([OH:14])=[CH:10][C:8]=2[CH:9]=1)=[O:4]. Procedure: A solution of 5-dimethylthiocarbamoyloxy-benzofuran-2-carboxylic acid methyl ester (1.3 g, 4.7 mmol) in 25 mL diphenyl ether was heated at reflux for 2.5 hours. The reaction mixture was then cooled and the resulting precipitate collected. Purification by flash column chromatography (gradient elution: 100% hexanes to 45% EtOAc/hexanes), gave the title compound (0.58 g, 45%) as a brown solid. The reactants are CCOC(=O)C (EtOAc), C1CN(CCC=2NC=3C=CC=CC3C21)C(=O)OC(C)(C)C (tert-Butyl 1,4,5,6-tetrahydroazepino[4,5-b]indole-3(2H)-carboxylate), ClCC(=O)N(C)C (2-Chloro-N,N-dimethylacetamide), [H-].[Na+] (NaH). Solvent: CN(C)C=O (DMF). Run at time 30 minute. Product: CN(C(CN1C2=C(C=3C=CC=CC13)CCN(CC2)C(=O)OC(C)(C)C)=O)C (tert-butyl 6-[2-(dimethylamino)-2-oxoethyl]-1,4,5,6-tetrahydroazepino[4,5-b]indole-3(2H)-carboxylate). The yield is 89.5%. RXN SMILES: [CH2:1]1[C:14]2[C:13]3[CH:12]=[CH:11][CH:10]=[CH:9][C:8]=3[NH:7][C:6]=2[CH2:5][CH2:4][N:3]([C:15]([O:17][C:18]([CH3:21])([CH3:20])[CH3:19])=[O:16])[CH2:2]1.[H-].[Na+].Cl[CH2:25][C:26]([N:28]([CH3:30])[CH3:29])=[O:27].CCOC(C)=O>CN(C=O)C>[CH3:29][N:28]([CH3:30])[C:26](=[O:27])[CH2:25][N:7]1[C:8]2[CH:9]=[CH:10][CH:11]=[CH:12][C:13]=2[C:14]2[CH2:1][CH2:2][N:3]([C:15]([O:17][C:18]([CH3:21])([CH3:20])[CH3:19])=[O:16])[CH2:4][CH2:5][C:6]1=2 |f:1.2|. Procedure: tert-Butyl 1,4,5,6-tetrahydroazepino[4,5-b]indole-3(2H)-carboxylate (0.100 g, 0.349 mmol) was dissolved in DMF (1.0 mL) under N2 at rt. NaH (0.0450 g, 1.13 mmol, 3.22 equiv., 60% dispersion) was added and the mixture was stirred at rt for 30 min. 2-Chloro-N,N-dimethylacetamide (86 μL, 0.102 g, 0.838 mmol, 2.4 equiv.) was added, and the reaction mixture was stirred at rt for 24 h. The reaction mixture was poured over ice, thenextracted with EtOAc (2×). The organic extracts was washed first with w... Starting materials: Monomaleate, N1CCNCC1 (piperazine), C(\C=C/C(=O)O)(=O)O (maleic acid). The solvent is C(C)O (ethanol). Yields the product C(\C=C/C(=O)O)(=O)O.N1CCNCC1 (piperazine monomaleate). As a reaction SMILES: [NH:1]1[CH2:6][CH2:5][NH:4][CH2:3][CH2:2]1.[C:7]([OH:14])(=[O:13])/[CH:8]=[CH:9]\[C:10]([OH:12])=[O:11]>C(O)C>[C:7]([OH:14])(=[O:13])/[CH:8]=[CH:9]\[C:10]([OH:12])=[O:11].[NH:1]1[CH2:6][CH2:5][NH:4][CH2:3][CH2:2]1 |f:3.4|. Reported procedure: Monomaleate salt--5 g. (0.0115 mole) of 1-diphenylmethyl-4-[2-(-4-methylphenyl)-5-methyl-1H-imidazol-4-yl)-methyl]piperazine were dissolved in 300 ml of ethanol at 95° C. To this solution 1.34 g (0.0115 mole) of maleic acid was added with stirring. The reaction mixture was stirred at room temperature for 2 hours then the solvents were evaporated off under reduced pressure. The residue was dissolved in ether and the precipitate was filtered. The precipitate was recrystallized from isopropyl ether... Starting materials: ClC1=NC=NC(=C1[N+](=O)[O-])Cl (4,6-dichloro-5-nitro-pyrimidine), NC1=NNC=C1 (aminopyrazole), C1CCOC1 (THF). Conditions: time 2 hour. The product is ClC1=C(C(=NC=N1)NC=1NN=C(C1)C1CC1)[N+](=O)[O-] ((6-Chloro-5-nitro-pyrimidin-4-yl)-(5-cyclopropyl-2H-pyrazol-3-yl)-amine). RXN SMILES: Cl[C:2]1[C:7]([N+:8]([O-:10])=[O:9])=[C:6]([Cl:11])[N:5]=[CH:4][N:3]=1.[NH2:12][C:13]1[CH:17]=[CH:16][NH:15][N:14]=1.[CH2:18]1[CH2:22]OC[CH2:19]1>>[Cl:11][C:6]1[N:5]=[CH:4][N:3]=[C:2]([NH:12][C:13]2[NH:14][N:15]=[C:16]([CH:19]3[CH2:18][CH2:22]3)[CH:17]=2)[C:7]=1[N+:8]([O-:10])=[O:9]. Reported procedure: To a solution of 4,6-dichloro-5-nitro-pyrimidine (100 mg, 0.52 mmol) in anhydrous THF (2 mL) was added aminopyrazole (76 mg, 0.62 mmol). The solution was stirred at RT for 2 hrs and was filtered via short silica gel column. The filtrate that contained product and the unreacted starting pyrrimidine was concentrated under vacuum. The resulting residue was used directly without further purification. Starting materials: CN(C)C(=O)CCl, Oc1cc(-c2ccnc3nc(C(F)(F)F)ccc23)ccc1F. Yields the product CN(C)C(=O)COc1cc(-c2ccnc3nc(C(F)(F)F)ccc23)ccc1F. Reaction SMILES: [Cl:23][CH2:24][C:25](=[O:26])[N:27]([CH3:28])[CH3:29].[F:1][c:2]1[c:3]([OH:22])[cH:4][c:5](-[c:8]2[cH:9][cH:10][n:11][c:12]3[n:13][c:14]([C:18]([F:19])([F:20])[F:21])[cH:15][cH:16][c:17]23)[cH:6][cH:7]1>>[F:1][c:2]1[c:3]([O:22][CH2:24][C:25](=[O:26])[N:27]([CH3:28])[CH3:29])[cH:4][c:5](-[c:8]2[cH:9][cH:10][n:11][c:12]3[n:13][c:14]([C:18]([F:19])([F:20])[F:21])[cH:15][cH:16][c:17]23)[cH:6][cH:7]1. Yields the product Cc1ccc(C(O)(C(=O)NCCCN2CCC(c3cc(NC(=O)C(C)C)ccc3C)CC2)c2ccc(C)cc2)cc1. Starting materials: Cc1ccc(NC(=O)C(C)C)cc1C1CCN(CCCN)CC1, Cc1ccc(C(O)(C(=O)O)c2ccc(C)cc2)cc1. As a reaction SMILES: [NH2:20][CH2:21][CH2:22][CH2:23][N:24]1[CH2:25][CH2:26][CH:27]([c:30]2[cH:31][c:32]([NH:37][C:38]([CH:39]([CH3:40])[CH3:41])=[O:42])[cH:33][cH:34][c:35]2[CH3:36])[CH2:28][CH2:29]1.[OH:1][C:2]([C:3](=[O:4])[OH:5])([c:6]1[cH:7][cH:8][c:9]([CH3:12])[cH:10][cH:11]1)[c:13]1[cH:14][cH:15][c:16]([CH3:19])[cH:17][cH:18]1>>[OH:1][C:2]([C:3](=[O:4])[NH:20][CH2:21][CH2:22][CH2:23][N:24]1[CH2:25][CH2:26][CH:27]([c:30]2[cH:31][c:32]([NH:37][C:38]([CH:39]([CH3:40])[CH3:41])=[O:42])[cH:33][cH:34][c:35]2[CH3:36])[CH2:28][CH2:29]1)([c:6]1[cH:7][cH:8][c:9]([CH3:12])[cH:10][cH:11]1)[c:13]1[cH:14][cH:15][c:16]([CH3:19])[cH:17][cH:18]1.